Dataset: the Open Reaction Database (ORD), a public repository of structured organic reaction records. Task: describe an organic reaction: reactants, conditions, products, and yield Starting materials: C(#N)CC1CC(C1)C(=O)Cl (3-cyanomethylcyclobutanecarbonyl chloride), C(CCC)[Li] (n-butyllithium), C(CC(=O)O)(=O)OCC (ethyl hydrogen malonate). The solvent is O1CCCC1 (tetrahydrofuran), Cl (hydrochloric acid), CCCCCC (hexane), O1CCCC1 (tetrahydrofuran). Run at temperature -60 celsius, time 10 minute. Yields the product C(#N)CC1CC(C1)C(CC(=O)OCC)=O (Ethyl 3-(3-cyanomethylcyclobutyl)-3-oxopropanoate). RXN SMILES: C([Li])CCC.[C:6]([O:12][CH2:13][CH3:14])(=[O:11])[CH2:7][C:8]([OH:10])=O.[C:15]([CH2:17][CH:18]1[CH2:21][CH:20](C(Cl)=O)[CH2:19]1)#[N:16]>CCCCCC.O1CCCC1.Cl>[C:15]([CH2:17][CH:18]1[CH2:21][CH:20]([C:8](=[O:10])[CH2:7][C:6]([O:12][CH2:13][CH3:14])=[O:11])[CH2:19]1)#[N:16]. Procedure: A solution of n-butyllithium in hexane (2.5M, 146 ml) was added dropwise to a mechanically stirred solution of ethyl hydrogen malonate (24.3 g, 0.18 ml) in dry tetrahydrofuran (210 ml) cooled to -60° C. under nitrogen atmosphere. After addition, the reaction mixture was stirred at -10° C. for 10 minutes then cooled to -60° C. and a solution of 3-cyanomethylcyclobutanecarbonyl chloride (17.0 g, 0.11 ml) in dry tetrahydrofuran (230 ml) added dropwise at such a rate to maintain temperature below -1... Starting materials: ClC1=CC=C(C=C1)C1N=C(N(C1C1=CC=C(C=C1)Cl)C(=O)N1CCNCC1)C1=C(C=C(C=C1)OC)OC(C)C ([4,5-Bis-(4-chloro-phenyl)-2-(2-isopropoxy-4-methoxy-phenyl)-4,5-dihydro-imidazol-1-yl]-piperazin-1-yl-methanone), C1C(O1)CO (Glycidol). The solvent is CO (methanol). Reaction conditions: temperature 40 celsius. Yields the product ClC1=CC=C(C=C1)C1N=C(N(C1C1=CC=C(C=C1)Cl)C(=O)N1CCN(CC1)CC(CO)O)C1=C(C=C(C=C1)OC)OC(C)C ([4,5-bis-(4-chloro-phenyl)-2-(2-isopropoxy-4-methoxy-phenyl)-4,5-dihydro-imidazol-1-yl]-[4-(2,3-dihydroxy-propyl)-piperazin-1-yl]-methanone). Yield: 44.3%. Reaction SMILES: [Cl:1][C:2]1[CH:7]=[CH:6][C:5]([CH:8]2[CH:12]([C:13]3[CH:18]=[CH:17][C:16]([Cl:19])=[CH:15][CH:14]=3)[N:11]([C:20]([N:22]3[CH2:27][CH2:26][NH:25][CH2:24][CH2:23]3)=[O:21])[C:10]([C:28]3[CH:33]=[CH:32][C:31]([O:34][CH3:35])=[CH:30][C:29]=3[O:36][CH:37]([CH3:39])[CH3:38])=[N:9]2)=[CH:4][CH:3]=1.[CH2:40]1[O:42][CH:41]1[CH2:43][OH:44]>CO>[Cl:1][C:2]1[CH:7]=[CH:6][C:5]([CH:8]2[CH:12]([C:13]3[CH:18]=[CH:17][C:16]([Cl:19])=[CH:15][CH:14]=3)[N:11]([C:20]([N:22]3[CH2:23][CH2:24][N:25]([CH2:40][CH:41]([OH:42])[CH2:43][OH:44])[CH2:26][CH2:27]3)=[O:21])[C:10]([C:28]3[CH:33]=[CH:32][C:31]([O:34][CH3:35])=[CH:30][C:29]=3[O:36][CH:37]([CH3:39])[CH3:38])=[N:9]2)=[CH:4][CH:3]=1. Procedure details: [4,5-Bis-(4-chloro-phenyl)-2-(2-isopropoxy-4-methoxy-phenyl)-4,5-dihydro-imidazol-1-yl]-piperazin-1-yl-methanone (50 mg, 0.088 mmol, example 10 g) was dissolved in anhydrous methanol (10 mL). Glycidol (0.15 mL, 2.26 mmol) was added and the reaction was heated at 40° C. for 20 h. The mixture was cooled to room temperature and concentrated in vacuo. Chromatography of the residue over silica gel using 1-6% methanol in methylene chloride gave [4,5-bis-(4-chloro-phenyl)-2-(2-isopropoxy-4-methoxy-phen... Conditions: time 2.5 hour. Isolated yield 83.0%. Product: NC1=CC2=C(B(OC2)O)C=C1 (5-aminobenzo[c][1,2]oxaborol-1(3H)-ol). Procedure: To a solution of 5-nitrobenzo[c][1,2]oxaborol-1(3H)-ol (CII) (360 mg, 2.01 mmol) in MeOH (25 mL) was added Zn dust (1.31 g, 20.11 mmol) and 2 M HCl (30 mL, 60.33 mmol). The reaction mixture was stirred at room temperature for 2.5 h before saturating with 5% aq. NaHCO3 (40 mL). The solids were filtered and filtrate was concentrated under reduce pressure to about 50 mL. The residue was diluted with EtOAc and the phases were separated. The organic layer was washed with brine, dried over MgSO4, and ... The reagents and catalysts are [Zn] (Zn). As a reaction SMILES: [N+:1]([C:4]1[CH:13]=[CH:12][C:7]2[B:8]([OH:11])[O:9][CH2:10][C:6]=2[CH:5]=1)([O-])=O.Cl>CO.[Zn]>[NH2:1][C:4]1[CH:13]=[CH:12][C:7]2[B:8]([OH:11])[O:9][CH2:10][C:6]=2[CH:5]=1. Solvent: CO (MeOH). Starting materials: [N+](=O)([O-])C1=CC2=C(B(OC2)O)C=C1 (5-nitrobenzo[c][1,2]oxaborol-1(3H)-ol), Cl (HCl). The reactants are O.C(CC(O)(C(=O)O)CC(=O)O)(=O)O (Citric acid monohydrate), C(C1=CC=CC=C1)(C1=CC=CC=C1)=NC1(C(N(CCC1)COCC[Si](C)(C)C)=O)CC#C (3-(benzhydrylideneamino)-3-prop-2-ynyl-1-(2-trimethylsilylethoxymethyl)piperidin-2-one). Run in C1CCOC1 (THF). Reaction conditions: time 5 day. Product: NC1(C(N(CCC1)COCC[Si](C)(C)C)=O)CC#C (3-amino-3-prop-2-ynyl-1-(2-trimethylsilylethoxymethyl)piperidin-2-one). Yield: 77.7%. As a reaction SMILES: O.C(O)(=O)CC(CC(O)=O)(C(O)=O)O.C(=[N:28][C:29]1([CH2:44][C:45]#[CH:46])[CH2:34][CH2:33][CH2:32][N:31]([CH2:35][O:36][CH2:37][CH2:38][Si:39]([CH3:42])([CH3:41])[CH3:40])[C:30]1=[O:43])(C1C=CC=CC=1)C1C=CC=CC=1>C1COCC1>[NH2:28][C:29]1([CH2:44][C:45]#[CH:46])[CH2:34][CH2:33][CH2:32][N:31]([CH2:35][O:36][CH2:37][CH2:38][Si:39]([CH3:41])([CH3:40])[CH3:42])[C:30]1=[O:43] |f:0.1|. Procedure: Citric acid monohydrate (1.58 g, 7.5 mmol) was added to a solution of 3-(benzhydrylideneamino)-3-prop-2-ynyl-1-(2-trimethylsilylethoxymethyl)piperidin-2-one (which may be prepared as described in Description 23) (1.34 g, 3 mmol) in THF (30 mL) at 20° C. and the reaction was stirred for 5 days. The solution was evaporated and loaded onto an SCX cartridge (10 g) then eluted with MeOH, followed by 2M NH3 in MeOH. The fractions containing the desired product were collected and evaporated to afford 3... The reactants are COC(=O)C=1C=C2C(=CN=NC2=C(C1NC1=C(C=C(C=C1)Br)F)F)O (7-(4-bromo-2-fluorophenylamino)-8-fluoro-4-hydroxy-cinnoline-6-carboxylic acid methyl ester), O=P(Cl)(Cl)Cl (POCl3). Reaction conditions: temperature 80 celsius, time 1.5 hour. The product is COC(=O)C=1C=C2C(=CN=NC2=C(C1NC1=C(C=C(C=C1)Br)F)F)Cl (7-(4-bromo-2-fluorophenylamino)-4-chloro-8-fluoro-cinnoline-6-carboxylic acid methyl ester). RXN SMILES: [CH3:1][O:2][C:3]([C:5]1[CH:6]=[C:7]2[C:12](=[C:13]([F:24])[C:14]=1[NH:15][C:16]1[CH:21]=[CH:20][C:19]([Br:22])=[CH:18][C:17]=1[F:23])[N:11]=[N:10][CH:9]=[C:8]2O)=[O:4].O=P(Cl)(Cl)[Cl:28]>>[CH3:1][O:2][C:3]([C:5]1[CH:6]=[C:7]2[C:12](=[C:13]([F:24])[C:14]=1[NH:15][C:16]1[CH:21]=[CH:20][C:19]([Br:22])=[CH:18][C:17]=1[F:23])[N:11]=[N:10][CH:9]=[C:8]2[Cl:28])=[O:4]. Procedure details: A mixture of 7-(4-bromo-2-fluorophenylamino)-8-fluoro-4-hydroxy-cinnoline-6-carboxylic acid methyl ester (1.00 equiv.) and POCl3 (excess) is stirred for 1.5 hours at 80° C. After evaporation of POCl3 under reduced pressure, the crude material is poured into ice and neutralized to pH 7 to 8 with saturated aqueous NaHCO3. The aqueous layer is extracted with EtOAc. The organic layers is dried over MgSO4, filtered, and concentrated under reduced pressure to give the crude product that is purified by... The product is C[Si](C)(C)CCOCn1cc(C#N)nc1C(=O)Nc1ccccc1N1CCCCC1. RXN SMILES: [C:15](#[N:16])[c:17]1[n:18][c:19]([C:30](=[O:31])[O-:32])[n:20]([CH2:22][O:23][CH2:24][CH2:25][Si:26]([CH3:27])([CH3:28])[CH3:29])[cH:21]1.[CH3:42][CH2:43][O:44][C:45]([CH3:46])=[O:47].[CH:33]([N:34]([CH2:35][CH3:36])[CH:37]([CH3:38])[CH3:39])([CH3:40])[CH3:41].[Cl:48][CH2:49][CH2:50][Cl:51].[K+:14].[N:1]1([c:7]2[c:8]([NH2:13])[cH:9][cH:10][cH:11][cH:12]2)[CH2:2][CH2:3][CH2:4][CH2:5][CH2:6]1>>[N:1]1([c:7]2[c:8]([NH:13][C:30]([c:19]3[n:18][c:17]([C:15]#[N:16])[cH:21][n:20]3[CH2:22][O:23][CH2:24][CH2:25][Si:26]([CH3:27])([CH3:28])[CH3:29])=[O:31])[cH:9][cH:10][cH:11][cH:12]2)[CH2:2][CH2:3][CH2:4][CH2:5][CH2:6]1. The reactants are C[Si](C)(C)CCOCn1cc(C#N)nc1C(=O)[O-], CCOC(C)=O, CCN(C(C)C)C(C)C, ClCCCl, [K+], Nc1ccccc1N1CCCCC1.